Dataset: the Open Reaction Database (ORD), a public repository of structured organic reaction records. Task: describe an organic reaction: reactants, conditions, products, and yield Starting materials: OCCCN1N=CC(=C1)C=1C=CC(=C2C(N(CC12)C)=O)NC1=NC(=NC=C1C(F)(F)F)NC1=C(C=C(CP(OCC)(OCC)=O)C=C1)OC (diethyl (4-{[4-({7-[1-(3-hydroxypropyl)-1H-pyrazol-4-yl]-2-methyl-3-oxo-2,3-dihydro-1H-isoindol-4-yl}amino)-5-(trifluoromethyl)pyrimidin-2-yl]amino}-3-methoxybenzyl)phosphonate), NC=1C(=NC(=CC1)C=1C(=NN(C1)CCCO)C#N)C(=O)NC (3-amino-6-[3-cyano-1-(3-hydroxypropyl)-1H-pyrazol-4-yl]-N-methylpyridine-2-carboxamide), NC=1C(=NC(=CC1)C=1C(=NN(C1)CCCO)C#N)C(=O)NC (3-amino-6-[3-cyano-1-(3-hydroxypropyl)-1H-pyrazol-4-yl]-N-methylpyridine-2-carboxamide), C(C)OP1(OCCCCN2N=CC(C3=NC(=C(NC4=C(C=NC(NC5=CC=C(C1)C=C5)=N4)C(F)(F)F)C=C3)C(=O)NC)=C2)=O (11-ethoxy-N-methyl-21-(trifluoromethyl)-10-oxa-4,5,17,19,23,26,29-heptaaza-11-phosphapentacyclo[22.2.2.213,16.12,5.118,22]dotriaconta-1(26),2(32),3,13,15,18(29),19,21,24,27,30-undecaene-25-carboxamide 11-oxide), C(C)OP1(OCCCCN2N=CC(C3=NC(=C(NC4=C(C=NC(NC5=CC=C(C1)C=C5)=N4)C(F)(F)F)C=C3)C(=O)NC)=C2)=O (11-ethoxy-N-methyl-21-(trifluoromethyl)-10-oxa-4,5,17,19,23,26,29-heptaaza-11-phosphapentacyclo[22.2.2.213,16.12,5.118,22]dotriaconta-1(26),2(32),3,13,15,18(29),19,21,24,27,30-undecaene-25-carboxamide 11-oxide). Yields the product C(#N)C1=NN(C=C1C1=CC=C(C(=N1)C(NC)=O)NC1=NC(=NC=C1C(F)(F)F)NC1=C(C=C(CP(OCC)(OCC)=O)C=C1)OC)CCCO (diethyl (4-{[4-({6-[3-cyano-1-(3-hydroxypropyl)-1H-pyrazol-4-yl]-2-(methylcarbamoyl)pyridin-3-yl}amino)-5-(trifluoromethyl)pyrimidin-2-yl]amino}-3-methoxybenzyl)phosphonate). Yield: 69.0%. RXN SMILES: OCCCN1C=C(C2C=CC(N[C:22]3[C:27]([C:28]([F:31])([F:30])[F:29])=[CH:26][N:25]=[C:24]([NH:32][C:33]4[CH:47]=[CH:46][C:36]([CH2:37][P:38](=[O:45])([O:42][CH2:43][CH3:44])[O:39][CH2:40][CH3:41])=[CH:35][C:34]=4[O:48][CH3:49])[N:23]=3)=C3C=2CN(C)C3=O)C=N1.C(OP1(=O)CC2C=CC(=CC=2)NC2=NC(=C(C(F)(F)F)C=N2)NC2C=CC(=NC=2C(NC)=O)C2=CN(N=C2)CCCCO1)C.[NH2:94][C:95]1[C:96]([C:112]([NH:114][CH3:115])=[O:113])=[N:97][C:98]([C:101]2[C:102]([C:110]#[N:111])=[N:103][N:104]([CH2:106][CH2:107][CH2:108][OH:109])[CH:105]=2)=[CH:99][CH:100]=1>>[C:110]([C:102]1[C:101]([C:98]2[N:97]=[C:96]([C:112](=[O:113])[NH:114][CH3:115])[C:95]([NH:94][C:26]3[C:27]([C:28]([F:29])([F:30])[F:31])=[CH:22][N:23]=[C:24]([NH:32][C:33]4[CH:47]=[CH:46][C:36]([CH2:37][P:38](=[O:45])([O:42][CH2:43][CH3:44])[O:39][CH2:40][CH3:41])=[CH:35][C:34]=4[O:48][CH3:49])[N:25]=3)=[CH:100][CH:99]=2)=[CH:105][N:104]([CH2:106][CH2:107][CH2:108][OH:109])[N:103]=1)#[N:111]. Procedure: Prepared analogously to Compound 1B using diethyl (4-{[4-chloro-5-(trifluoromethyl)pyrimidin-2-yl]amino}-3-methoxybenzyl)phosphonate (Compound 1 E, 236 mg, 0.520 mmol) and 3-amino-6-[3-cyano-1-(3-hydroxypropyl)-1H-pyrazol-4-yl]-N-methylpyridine-2-carboxamide (Compound 52C, 164 mg, 0.546 mmol) to afford 259 mg of the title compound (69%). 1H NMR (400 MHz, CD3OD) δ 9.17 (br. s., 1H), 8.47 (s, 1H), 8.38 (s, 1H), 7.91 (d, J=9.1 Hz, 1H), 7.68 (br. s., 1H), 7.08 (s, 1H), 6.98 (d, J=7.8 Hz, 1H), 4.52 (...